This data is from the Open Reaction Database (ORD), a public repository of structured organic reaction records. The task is: describe an organic reaction: reactants, conditions, products, and yield The reactants are C(C)OC(CC(=O)O)=O (malonic acid monoethyl ester), C(CCC)[Li] (n-butyl lithium), Cl (HCl), CN(C1=C(C(=O)Cl)C(=C(C(=C1F)F)F)F)C (2-(dimethylamino)-3,4,5,6-tetrafluorobenzoyl chloride), C(CC(=O)O[Li])(=O)O[Li] (dilithio malonate), C(CCC)[Li] (butyllithium). Solvent: C1CCOC1 (THF), O (water), C1CCOC1 (THF). Conditions: time 1.75 hour. Product: CN(C1=C(C(=C(C(=C1F)F)F)F)C(CC(=O)OCC)=O)C (2-(Dimethylamino)-3,4,5,6-tetrafluoro-β-oxo-benzenepropanoic acid, ethyl ester). RXN SMILES: [CH2:1]([O:3][C:4](=[O:9])[CH2:5][C:6]([OH:8])=O)[CH3:2].C([Li])CCC.[CH3:15][N:16]([CH3:30])[C:17]1[C:25]([F:26])=[C:24]([F:27])[C:23]([F:28])=[C:22]([F:29])[C:18]=1C(Cl)=O.C(O[Li])(=O)CC(O[Li])=O.Cl>C1COCC1.O>[CH3:15][N:16]([CH3:30])[C:17]1[C:25]([F:26])=[C:24]([F:27])[C:23]([F:28])=[C:22]([F:29])[C:18]=1[C:6](=[O:8])[CH2:5][C:4]([O:3][CH2:1][CH3:2])=[O:9]. Procedure details: To a solution of 4.76 g (36 mmol) of malonic acid monoethyl ester and 75 ml of THF at -35° was added 25 ml (40 mmol) of 1.5N n-butyl lithium solution. The remaining 25 ml (40 mmol) of 1.5N butyllithium solution was added at 0°. After cooling to -78°, a solution of the 4.8 g of 2-(dimethylamino)-3,4,5,6-tetrafluorobenzoyl chloride in 50 ml of THF was added to the dilithio malonate over a 15 minute period. The reaction mixture was stirred for 1.75 hours while the temperature came up to -30°. The r...